The task is: describe an organic reaction: reactants, conditions, products, and yield. This data is from the Open Reaction Database (ORD), a public repository of structured organic reaction records. Reactants: C(C1=CC=CC=C1)(C1=CC=CC=C1)NC(P(O)O)C1=C(C=C(C=C1)O)O (1-benzhydrylamino-1-(2,4-dihydroxyphenyl)-methanephosphonous acid), C(C1=CC=CC=C1)(C1=CC=CC=C1)NC(C(C)C)P(O)O (1-benzhydrylamino-2-methylpropanephosphonous acid). The product is NC(P(O)O)C1=C(C=C(C=C1)O)O (1-amino-1-(2,4-dihydroxyphenyl)-methanephosphonous acid). As a reaction SMILES: C([NH:14][CH:15]([C:19]1[CH:24]=[CH:23][C:22]([OH:25])=[CH:21][C:20]=1[OH:26])[P:16]([OH:18])[OH:17])(C1C=CC=CC=1)C1C=CC=CC=1.C(NC(P(O)O)C(C)C)(C1C=CC=CC=1)C1C=CC=CC=1>>[NH2:14][CH:15]([C:19]1[CH:24]=[CH:23][C:22]([OH:25])=[CH:21][C:20]=1[OH:26])[P:16]([OH:18])[OH:17]. Reported procedure: The procedure described in Example 36B was repeated using DL-1-benzhydrylamino-1-(2,4-dihydroxyphenyl)-methanephosphonous acid instead of DL-1-benzhydrylamino-2-methylpropanephosphonous acid to give DL-1-amino-1-(2,4-dihydroxyphenyl)-methanephosphonous acid. Reactants: COC1=CC=C(CN2N=CC=C2N)C=C1 (1-(4-methoxybenzyl)-1H-pyrazol-5-amine), C(C)OC=C(C(=O)OCC)C(=O)OCC ((ethoxymethylene)propanedioic acid, diethyl ester). Solvent: C1(=CC=CC=C1)OC1=CC=CC=C1 (diphenyl ether). Reaction conditions: temperature 120 celsius. Product: OC1=C2C(=NC=C1C(=O)OCC)N(N=C2)CC2=CC=C(C=C2)OC (Ethyl 4-hydroxy-1-(4-methoxybenzyl)-1H-pyrazolo[3,4-b]pyridine-5-carboxylate). Yield: 122.2%. As a reaction SMILES: [CH3:1][O:2][C:3]1[CH:15]=[CH:14][C:6]([CH2:7][N:8]2[C:12]([NH2:13])=[CH:11][CH:10]=[N:9]2)=[CH:5][CH:4]=1.C([O:18][CH:19]=[C:20]([C:26](OCC)=O)[C:21]([O:23][CH2:24][CH3:25])=[O:22])C>C1(OC2C=CC=CC=2)C=CC=CC=1>[OH:18][C:19]1[C:20]([C:21]([O:23][CH2:24][CH3:25])=[O:22])=[CH:26][N:13]=[C:12]2[N:8]([CH2:7][C:6]3[CH:5]=[CH:4][C:3]([O:2][CH3:1])=[CH:15][CH:14]=3)[N:9]=[CH:10][C:11]=12. Procedure: A mixture of 1-(4-methoxybenzyl)-1H-pyrazol-5-amine (3 g, 10 mmol) and (ethoxymethylene)propanedioic acid, diethyl ester (3.8 g, 18 mmol) was heated at 120° C. for 1.5 h, then allowed to cool. After cooling, the mixture was concentrated and the resulting residue was purified with CombiFlash® eluting with 0-30% EtOAc in hexanes to give an intermediate, LCMS (M+H): 374.1. The intermediate was dissolved in diphenyl ether (5 mL). The resulted solution was heated at 240° C. in microwave reactor for 1... Reactants: CC(=O)OI1(C=2C=CC=CC2C(=O)O1)(OC(=O)C)OC(=O)C (Dess-Martin Periodinane), [OH-].[Na+] (NaOH), OC[C@H]1[C@](C1)(C1=CC=CC=C1)CN(C(OC(C)(C)C)=O)C (1,1-dimethylethyl {[(1R,2R)-2-(hydroxymethyl)-1-phenylcyclopropyl]methyl}methylcarbamate), 13B. Run in C(Cl)Cl (DCM), C(C)OCC (diethyl ether), C(Cl)Cl (DCM), CC(C)(C)O (2-methylpropan-2-ol). Yields the product C(=O)[C@H]1[C@](C1)(C1=CC=CC=C1)CN(C(OC(C)(C)C)=O)C (1,1-dimethylethyl {[(1R,2R)-2-formyl-1-phenylcyclopropyl]methyl}methylcarbamate). Yield: 84.6%. Reaction SMILES: [OH:1][CH2:2][C@@H:3]1[CH2:5][C@:4]1([CH2:12][N:13]([CH3:21])[C:14](=[O:20])[O:15][C:16]([CH3:19])([CH3:18])[CH3:17])[C:6]1[CH:11]=[CH:10][CH:9]=[CH:8][CH:7]=1.CC(OI1(OC(C)=O)(OC(C)=O)OC(=O)C2C=CC=CC1=2)=O.[OH-].[Na+]>C(Cl)Cl.CC(O)(C)C.C(OCC)C>[CH:2]([C@@H:3]1[CH2:5][C@:4]1([CH2:12][N:13]([CH3:21])[C:14](=[O:20])[O:15][C:16]([CH3:17])([CH3:18])[CH3:19])[C:6]1[CH:7]=[CH:8][CH:9]=[CH:10][CH:11]=1)=[O:1] |f:2.3|. Procedure: 1,1-dimethylethyl {[(1R,2R)-2-(hydroxymethyl)-1-phenylcyclopropyl]methyl}methylcarbamate (3.8 g, 13.0 mmol), accessed via the method of Preparation 13B, was dissolved in 35 mL DCM with 1.1 mL 2-methylpropan-2-ol and treated with Dess-Martin Periodinane (8.8 g, 20.8 mmol, 1.6 eq) in 35 mL DCM at ambient temperature for 2 h. The reaction mixture was diluted with 50 mL diethyl ether and treated with 50 mL 1N NaOH at ambient temperature for 15 min. The organic phase was separated, the aqueous phase ... The reactants are O[C@@H]1[C@H](O)[C@@H](O)[C@H](O)[C@H](O1)CO (α-D-glucose), CO (methanol). Run at temperature 65 celsius, time 68 hour. Yields the product O(C1[C@H](O)[C@@H](O)[C@H](O)[C@H](O1)CO)C (methyl D-glucopyranoside). Yield: 56.3%. RXN SMILES: [OH:1][C@H:2]1[O:10][C@H:9]([CH2:11][OH:12])[C@@H:7]([OH:8])[C@H:5]([OH:6])[C@H:3]1[OH:4].[CH3:13]O>>[O:1]([CH3:13])[CH:2]1[O:10][C@H:9]([CH2:11][OH:12])[C@@H:7]([OH:8])[C@H:5]([OH:6])[C@H:3]1[OH:4]. Procedure: α-D-glucose (500 g, 2.78 mol) and a strongly acidic cation exchange resin (100 g Amberlyst 15, BDH Chemicals) was suspended in methanol (1500 ml, 37.1 mol). The mixture was stirred at 65° C. for 68 hours. The progress of the reaction was followed by HPLC. 1H NMR analysis of the reaction mixture showed a 1:1 ratio of the α-and β-anomers. The ion exchange resin was removed by filtration and the solution was cooled to 4° C. The crystalline methyl α-D-glucopyranoside was removed by filtration (230 g...